The task is: describe an organic reaction: reactants, conditions, products, and yield. This data is from the Open Reaction Database (ORD), a public repository of structured organic reaction records. The reactants are C1(=CC=CC=C1)C=1N=C(OC1C1=CC=CC=C1)CC1=C(CCC1)C=1C=C(OCC(=O)OCC)C=CC1 (ethyl [3-[2-[(4,5-diphenyloxazol-2-yl)methyl]-1-cyclopenten-1-yl]phenoxy]acetate). The reagents and catalysts are [Pd] (palladium on carbon). Solvent: C(C)O (ethanol). Run at time 6 hour. The product is C1(=CC=CC=C1)C=1N=C(OC1C1=CC=CC=C1)CC1C(CCC1)C=1C=C(OCC(=O)OCC)C=CC1 (ethyl [3-[2-[(4,5-diphenyloxazol-2-yl)methyl]cyclopentyl]phenoxy]acetate). The yield is 79.7%. As a reaction SMILES: [C:1]1([C:7]2[N:8]=[C:9]([CH2:18][C:19]3[CH2:23][CH2:22][CH2:21][C:20]=3[C:24]3[CH:25]=[C:26]([CH:34]=[CH:35][CH:36]=3)[O:27][CH2:28][C:29]([O:31][CH2:32][CH3:33])=[O:30])[O:10][C:11]=2[C:12]2[CH:17]=[CH:16][CH:15]=[CH:14][CH:13]=2)[CH:6]=[CH:5][CH:4]=[CH:3][CH:2]=1>C(O)C.[Pd]>[C:1]1([C:7]2[N:8]=[C:9]([CH2:18][CH:19]3[CH2:23][CH2:22][CH2:21][CH:20]3[C:24]3[CH:25]=[C:26]([CH:34]=[CH:35][CH:36]=3)[O:27][CH2:28][C:29]([O:31][CH2:32][CH3:33])=[O:30])[O:10][C:11]=2[C:12]2[CH:13]=[CH:14][CH:15]=[CH:16][CH:17]=2)[CH:2]=[CH:3][CH:4]=[CH:5][CH:6]=1. Reported procedure: To a solution of ethyl [3-[2-[(4,5-diphenyloxazol-2-yl)methyl]-1-cyclopenten-1-yl]phenoxy]acetate (0.5 g) in ethanol (20 ml) was added 10% palladium on carbon (100 mg). After being stirred for 6 hours under hydrogen atmosphere, the reaction mixture was filtered. The solvent was evaporated in vacuo to give ethyl [3-[2-[(4,5-diphenyloxazol-2-yl)methyl]cyclopentyl]phenoxy]acetate (400 mg). The reactants are C(Cl)Cl (methylene chloride), ClC1=CC=C(C=C1)S(=O)(=O)C(C1=CC(=NC=C1C)N)C1=C(C=CC(=C1)F)F ([4-[(4-chlorophenylsulfonyl)(2,5-difluorophenyl)methyl]-5-methylpyridin-2-yl]amine), N1=CC=CC=C1 (pyridine), CS(=O)(=O)Cl (methanesulfonyl chloride), N1=CC=CC=C1 (pyridine), CS(=O)(=O)Cl (methanesulfonyl chloride), N1=CC=CC=C1 (pyridine), CS(=O)(=O)Cl (methanesulfonyl chloride). Solvent: C(C)(=O)OCC (ethyl acetate), CCCCCC (hexane). Reaction conditions: time 2.5 hour. Product: ClC1=CC=C(C=C1)S(=O)(=O)C(C1=CC(=NC=C1C)NS(=O)(=O)C)C1=C(C=CC(=C1)F)F (N-[4-[(4-Chlorophenylsulfonyl)(2,5-difluorophenyl)methyl]-5-methylpyridin-2-yl]methanesulfonamide). Yield: 68.3%. Reaction SMILES: C(Cl)Cl.[Cl:4][C:5]1[CH:10]=[CH:9][C:8]([S:11]([CH:14]([C:23]2[CH:28]=[C:27]([F:29])[CH:26]=[CH:25][C:24]=2[F:30])[C:15]2[C:20]([CH3:21])=[CH:19][N:18]=[C:17]([NH2:22])[CH:16]=2)(=[O:13])=[O:12])=[CH:7][CH:6]=1.N1C=CC=CC=1.[CH3:37][S:38](Cl)(=[O:40])=[O:39]>CCCCCC.C(OCC)(=O)C>[Cl:4][C:5]1[CH:10]=[CH:9][C:8]([S:11]([CH:14]([C:23]2[CH:28]=[C:27]([F:29])[CH:26]=[CH:25][C:24]=2[F:30])[C:15]2[C:20]([CH3:21])=[CH:19][N:18]=[C:17]([NH:22][S:38]([CH3:37])(=[O:40])=[O:39])[CH:16]=2)(=[O:13])=[O:12])=[CH:7][CH:6]=1. Procedure: To a methylene chloride (5 ml) solution of [4-[(4-chlorophenylsulfonyl)(2,5-difluorophenyl)methyl]-5-methylpyridin-2-yl]amine (133 mg, 0.325 mmol) and pyridine (39 μl, 0.488 mmol) was added methanesulfonyl chloride (28 μl, 0.358 mmol) under ice cooling. The reaction mixture was stirred at room temperature for 2.5 hours. To the reaction mixture were added pyridine (26 μl, 0.325 mmol) and methanesulfonyl chloride (25 μl, 0.325 mmol). After the resulting mixture was stirred at room temperature for ... Reactants: COC(C1=C(C=CC(=C1)OC)F)OC (2-dimethoxymethyl-1-fluoro-4-methoxybenzene), C(=O)N1CCOCC1 (N-formylmorpholine), CN(C)CCN(C)CCN(C)C (N,N,N′,N′,N″-pentamethyldiethylenetriamine), C(CCC)[Li] (n-butyllithium). Run in C1CCOC1 (THF), O (water). Run at temperature -60 celsius, time 3 hour. Yields the product crude product, COC(C=1C(=C(C=O)C=C(C1)OC)F)OC (3-dimethoxymethyl-2-fluoro-5-methoxybenzaldehyde). RXN SMILES: [CH3:1][O:2][CH:3]([O:13][CH3:14])[C:4]1[CH:9]=[C:8]([O:10][CH3:11])[CH:7]=[CH:6][C:5]=1[F:12].CN(CCN(CCN(C)C)C)C.C([Li])CCC.[CH:32](N1CCOCC1)=[O:33]>O.C1COCC1>[CH3:14][O:13][CH:3]([O:2][CH3:1])[C:4]1[C:5]([F:12])=[C:6]([CH:7]=[C:8]([O:10][CH3:11])[CH:9]=1)[CH:32]=[O:33]. Reported procedure: To 15 ml of a THF solution containing 3.665 g of 2-dimethoxymethyl-1-fluoro-4-methoxybenzene [CAS No. 883576-30-5] and 3.48 g of N,N,N′,N′,N″-pentamethyldiethylenetriamine, 7.1 ml of n-butyllithium (2.66 M, hexane solution) was added dropwise at −74° C. The resulting mixture was stirred at −60° C. for 3 hours, and then 3 ml of N-formylmorpholine was added thereto. The temperature of the reaction mixture was slowly allowed to rise to room temperature. Then, water was added to the reaction mixture... Reactants: CCC(C)=O, CO, CC1(C)C(CC=O)CC2CC21C, [K+], [OH-], O. Product: CC(=O)C(C)=CCC1CC2CC2(C)C1(C)C. Reaction SMILES: [CH3:1][CH2:2][C:3]([CH3:4])=[O:5].[CH3:20][OH:21].[CH3:6][C:7]12[C:8]([CH3:16])([CH3:17])[CH:9]([CH2:13][CH:14]=[O:15])[CH2:10][CH:11]1[CH2:12]2.[K+:19].[OH-:18].[OH2:22]>>[CH3:1][C:2]([C:3]([CH3:4])=[O:5])=[CH:14][CH2:13][CH:9]1[C:8]([CH3:16])([CH3:17])[C:7]2([CH3:6])[CH:11]([CH2:10]1)[CH2:12]2. Starting materials: CC(C)([O-])C (tert-butoxide), C(C)(C)(C)OC(=O)N1CC(NCC1)=O (1-tert-Butoxycarbonyl-3-oxopiperazine), CC1=CC=C(C=C1)S(=O)(=O)OCCF (1-(4-methylphenylsulfonyloxy)-2-fluoroethane). Solvent: CN(C)C=O (DMF). Conditions: time 30 minute. Product: C(C)(C)(C)OC(=O)N1CC(N(CC1)CCF)=O (1-tert-butoxycarbonyl-4-(2-fluoroethyl)-3-oxopiperazine). The yield is 25.4%. Reaction SMILES: [C:1]([O:5][C:6]([N:8]1[CH2:13][CH2:12][NH:11][C:10](=[O:14])[CH2:9]1)=[O:7])([CH3:4])([CH3:3])[CH3:2].CC(C)([O-])C.CC1C=CC(S(O[CH2:31][CH2:32][F:33])(=O)=O)=CC=1>CN(C=O)C>[C:1]([O:5][C:6]([N:8]1[CH2:13][CH2:12][N:11]([CH2:31][CH2:32][F:33])[C:10](=[O:14])[CH2:9]1)=[O:7])([CH3:4])([CH3:2])[CH3:3]. Reported procedure: 1-tert-Butoxycarbonyl-3-oxopiperazine (21.6 g) was dissolved in dry DMF (500 ml) and poptassium tert-butoxide (24.2 g) was added. The mixture was stirred at ambient temperature for 30 minutes, then 1-(4-methylphenylsulfonyloxy)-2-fluoroethane (see J. Med. Chem. (1980), 23(9), 985-90 for outline of synthesis, 25.9 g) added, and stirring continued at the same temperature for 24 hours. Solvent was evaporated, and the residue partitioned between ethyl acetate and water. The organic layer was washed ... Reactants: C(C)(C)(C)OC(NC=1[C@@](OC[C@@](N1)(C)C1=CC(=CC=C1)N)(C(F)(F)F)C)=O ([(2R*,5R*)-5-(3-amino-phenyl)-2,5-dimethyl-2-trifluoromethyl-5,6-dihydro-2H-[1,4]oxazin-3-yl]-carbamic acid tert-butyl ester), BrC=1C=CC(=NC1)C(=O)O (5-bromo-pyridine-2-carboxylic acid), C(CCl)Cl (EDC), C1=CC2=C(N=C1)N(N=N2)O (HOAt), CCN(C(C)C)C(C)C (DIPEA). Solvent: CN(C)C=O (DMF). Conditions: temperature 25 celsius, time 2 hour. The product is C(C)(C)(C)OC(NC=1[C@@](OC[C@@](N1)(C)C1=CC(=CC=C1)NC(=O)C1=NC=C(C=C1)Br)(C(F)(F)F)C)=O (((2R*,5R*)-5-{3-[(5-bromo-pyridine-2-carbonyl)-amino]-phenyl}-2,5-dimethyl-2-tri-fluoromethyl-5,6-dihydro-2H-[1,4]oxazin-3-yl)-carbamic acid tert-butyl ester). As a reaction SMILES: [C:1]([O:5][C:6](=[O:27])[NH:7][C:8]1[C@:9]([CH3:26])([C:22]([F:25])([F:24])[F:23])[O:10][CH2:11][C@:12]([C:15]2[CH:20]=[CH:19][CH:18]=[C:17]([NH2:21])[CH:16]=2)([CH3:14])[N:13]=1)([CH3:4])([CH3:3])[CH3:2].[Br:28][C:29]1[CH:30]=[CH:31][C:32]([C:35](O)=[O:36])=[N:33][CH:34]=1.C(Cl)CCl.C1C=NC2N(O)N=NC=2C=1.CCN(C(C)C)C(C)C>CN(C=O)C>[C:1]([O:5][C:6](=[O:27])[NH:7][C:8]1[C@:9]([CH3:26])([C:22]([F:25])([F:23])[F:24])[O:10][CH2:11][C@:12]([C:15]2[CH:20]=[CH:19][CH:18]=[C:17]([NH:21][C:35]([C:32]3[CH:31]=[CH:30][C:29]([Br:28])=[CH:34][N:33]=3)=[O:36])[CH:16]=2)([CH3:14])[N:13]=1)([CH3:2])([CH3:3])[CH3:4]. Procedure details: To a solution of [(2R*,5R*)-5-(3-amino-phenyl)-2,5-dimethyl-2-trifluoromethyl-5,6-dihydro-2H-[1,4]oxazin-3-yl]-carbamic acid tert-butyl ester (0.1 g, 0.253 mmol) in DMF (2.5 ml) was added 5-bromo-pyridine-2-carboxylic acid (78 mg, 0.379 mmol), EDC (0.074 g, 0.379 mmol), HOAt (0.053 g, 0.379 mmol) and DIPEA (0.083 g, 0.632 mmol) and the reaction mixture was stirred for 2 h at 25° C. After evaporation of the DMF the residue was taken up in NaH2PO4 solution and extracted with EtOAc. Combined organi...